This data is from the Open Reaction Database (ORD), a public repository of structured organic reaction records. The task is: describe an organic reaction: reactants, conditions, products, and yield Reactants: C(CC)S(=O)(=O)Cl (propane-1-sulfonyl chloride), N1CCOCC1 (Morpholine), Cl.N1CC(C1)NC1=NC(=NC=C1F)C1=CN(C2=NC=C(C=C21)Cl)S(=O)(=O)C2=CC=C(C)C=C2 (N-(azetidin-3-yl)-2-(5-chloro-1-tosyl-1H-pyrrolo[2,3-b]pyridin-3-yl)-5-fluoropyrimidin-4-amine hydrochloride), Cl.N1CC(C1)NC1=NC(=NC=C1F)C1=CN(C2=NC=C(C=C21)Cl)S(=O)(=O)C2=CC=C(C)C=C2 (N-(azetidin-3-yl)-2-(5-chloro-1-tosyl-1H-pyrrolo[2,3-b]pyridin-3-yl)-5-fluoropyrimidin-4-amine hydrochloride), CCN(C(C)C)C(C)C (iPr2NEt). The solvent is C1CCOC1 (THF). Conditions: temperature 50 celsius. Yields the product ClC=1C=C2C(=NC1)N(C=C2C2=NC=C(C(=N2)NC2CN(C2)S(=O)(=O)CCC)F)S(=O)(=O)C2=CC=C(C)C=C2 (2-(5-chloro-1-tosyl-1H-pyrrolo[2,3-b]pyridin-3-yl)-5-fluoro-N-(1-(propylsulfonyl)azetidin-3-yl)pyrimidin-4-amine). Isolated yield 43.0%. Reaction SMILES: Cl.[NH:2]1[CH2:5][CH:4]([NH:6][C:7]2[C:12]([F:13])=[CH:11][N:10]=[C:9]([C:14]3[C:22]4[C:17](=[N:18][CH:19]=[C:20]([Cl:23])[CH:21]=4)[N:16]([S:24]([C:27]4[CH:33]=[CH:32][C:30]([CH3:31])=[CH:29][CH:28]=4)(=[O:26])=[O:25])[CH:15]=3)[N:8]=2)[CH2:3]1.CCN(C(C)C)C(C)C.[CH2:43]([S:46](Cl)(=[O:48])=[O:47])[CH2:44][CH3:45].N1CCOCC1>C1COCC1>[Cl:23][C:20]1[CH:21]=[C:22]2[C:14]([C:9]3[N:8]=[C:7]([NH:6][CH:4]4[CH2:3][N:2]([S:46]([CH2:43][CH2:44][CH3:45])(=[O:48])=[O:47])[CH2:5]4)[C:12]([F:13])=[CH:11][N:10]=3)=[CH:15][N:16]([S:24]([C:27]3[CH:33]=[CH:32][C:30]([CH3:31])=[CH:29][CH:28]=3)(=[O:26])=[O:25])[C:17]2=[N:18][CH:19]=1 |f:0.1|. Procedure: To a stirred suspension of N-(azetidin-3-yl)-2-(5-chloro-1-tosyl-1H-pyrrolo[2,3-b]pyridin-3-yl)-5-fluoropyrimidin-4-amine hydrochloride, 6c, (0.055 g, 0.110 mmol) in THF (1 mL) was added iPr2NEt (0.300 mL, 1.720 mmol) followed by propane-1-sulfonyl chloride (0.012 mL, 0.108 mmol). The resulting homogenous light yellow solution mixture was heated at 50° C. for one hour at which time LCMS showed complete reaction. Morpholine (0.20 mL) was added and the solution evaporated to dryness. The resulting... Reactants: ClC1=CC(=C(C#N)C(=C1)C)S(=O)(=O)CC (4-Chloro-2-(ethylsulfonyl)-6-methyl-benzonitrile), N1CCOCC1 (morpholine), C([O-])([O-])=O.[K+].[K+] (potassium carbonate). Solvent: CN1C(CCC1)=O (N-methyl-2-pyrrolidone), O (water). Run at temperature 150 celsius. The product is C(C)S(=O)(=O)C1=C(C#N)C(=CC(=C1)N1CCOCC1)C (2-(ethylsulfonyl)-6-methyl-4-morpholin-4-yl-benzonitrile). Isolated yield 96.0%. RXN SMILES: Cl[C:2]1[CH:9]=[C:8]([CH3:10])[C:5]([C:6]#[N:7])=[C:4]([S:11]([CH2:14][CH3:15])(=[O:13])=[O:12])[CH:3]=1.[NH:16]1[CH2:21][CH2:20][O:19][CH2:18][CH2:17]1.C(=O)([O-])[O-].[K+].[K+]>CN1CCCC1=O.O>[CH2:14]([S:11]([C:4]1[CH:3]=[C:2]([N:16]2[CH2:21][CH2:20][O:19][CH2:18][CH2:17]2)[CH:9]=[C:8]([CH3:10])[C:5]=1[C:6]#[N:7])(=[O:13])=[O:12])[CH3:15] |f:2.3.4|. Procedure: 4-Chloro-2-(ethylsulfonyl)-6-methyl-benzonitrile (0.43 g, 1.77 mmol), morpholine (0.46 ml, 5.31 mmol) and potassium carbonate (0.32 g, 2.30 mmol) are taken up in N-methyl-2-pyrrolidone (3 ml) in a sealed tube and the resulting mixture is heated at 150° C. for 2 d. The mixture is then diluted with water (6 ml) and extracted with ethyl acetate (3×10 ml). The organic layer is washed with water (2×10 ml), brine (20 ml), dried over anhydrous sodium sulfate and evaporated to get the crude product, whi... Product: N#CC(CCN1CC2CC3CC(C2)CC1C3)(c1ccccc1)c1ccccc1. Reaction SMILES: [CH3:34][c:35]1[cH:36][cH:37][cH:38][cH:39][cH:40]1.[Cl:18][CH2:19][CH2:20][N:21]1[CH:22]2[CH2:23][CH:24]3[CH2:25][CH:26]([CH2:27][CH:28]([CH2:29]1)[CH2:30]3)[CH2:31]2.[ClH:32].[H-:16].[Na+:17].[OH2:33].[c:1]1([CH:7]([C:8]#[N:9])[c:10]2[cH:11][cH:12][cH:13][cH:14][cH:15]2)[cH:2][cH:3][cH:4][cH:5][cH:6]1>>[c:1]1([C:7]([C:8]#[N:9])([c:10]2[cH:11][cH:12][cH:13][cH:14][cH:15]2)[CH2:19][CH2:20][N:21]2[CH:22]3[CH2:23][CH:24]4[CH2:25][CH:26]([CH2:27][CH:28]([CH2:29]2)[CH2:30]4)[CH2:31]3)[cH:2][cH:3][cH:4][cH:5][cH:6]1. The reactants are Cc1ccccc1, ClCCN1CC2CC3CC(C2)CC1C3, Cl, [H-], [Na+], O, N#CC(c1ccccc1)c1ccccc1. The reactants are CCOC(=O)C(C(O)COC)[N+](=O)[O-], c1ccc(Cc2cccc3[nH]ccc23)cc1, CC(=O)O, Cc1ccccc1, CCOC(C)=O. The product is CCOC(=O)C(C(COC)c1c[nH]c2cccc(Cc3ccccc3)c12)[N+](=O)[O-]. As a reaction SMILES: [CH2:17]([CH3:18])[O:19][C:20]([CH:21]([CH:22]([CH2:23][O:24][CH3:25])[OH:26])[N+:27](=[O:28])[O-:29])=[O:30].[CH2:1]([c:2]1[cH:3][cH:4][cH:5][cH:6][cH:7]1)[c:8]1[c:9]2[cH:10][cH:11][nH:12][c:13]2[cH:14][cH:15][cH:16]1.[CH3:31][C:32](=[O:33])[OH:34].[CH3:35][c:36]1[cH:37][cH:38][cH:39][cH:40][cH:41]1.[CH3:42][CH2:43][O:44][C:45](=[O:46])[CH3:47]>>[CH2:1]([c:2]1[cH:3][cH:4][cH:5][cH:6][cH:7]1)[c:8]1[c:9]2[c:10]([CH:22]([CH:21]([C:20]([O:19][CH2:17][CH3:18])=[O:30])[N+:27](=[O:28])[O-:29])[CH2:23][O:24][CH3:25])[cH:11][nH:12][c:13]2[cH:14][cH:15][cH:16]1. Reactants: [Cl-], [Cl-], Ic1ccccc1, CC(=O)c1ccc(N)c(Oc2ccc(F)cc2F)c1, C1CCOC1, c1ccncc1. Product: CC(=O)c1cc(Cl)c(N)c(Oc2ccc(F)cc2F)c1. As a reaction SMILES: [Cl-:26].[Cl-:27].[I:28][c:29]1[cH:30][cH:31][cH:32][cH:33][cH:34]1.[NH2:1][c:2]1[c:3]([O:11][c:12]2[c:13]([F:19])[cH:14][c:15]([F:18])[cH:16][cH:17]2)[cH:4][c:5]([C:8]([CH3:9])=[O:10])[cH:6][cH:7]1.[O:35]1[CH2:36][CH2:37][CH2:38][CH2:39]1.[cH:20]1[cH:21][cH:22][n:23][cH:24][cH:25]1>>[NH2:1][c:2]1[c:3]([O:11][c:12]2[c:13]([F:19])[cH:14][c:15]([F:18])[cH:16][cH:17]2)[cH:4][c:5]([C:8]([CH3:9])=[O:10])[cH:6][c:7]1[Cl:26]. Reactants: Cc1cc(-c2ccc(Cl)cc2)nc(=O)[nH]1, O=P(Cl)(Cl)Cl. Yields the product Cc1cc(-c2ccc(Cl)cc2)nc(Cl)n1. Reaction SMILES: [Cl:1][c:2]1[cH:3][cH:4][c:5](-[c:8]2[n:9][c:10](=[O:15])[nH:11][c:12]([CH3:14])[cH:13]2)[cH:6][cH:7]1.[P:16]([Cl:17])([Cl:18])([Cl:19])=[O:20]>>[Cl:1][c:2]1[cH:3][cH:4][c:5](-[c:8]2[n:9][c:10]([Cl:18])[n:11][c:12]([CH3:14])[cH:13]2)[cH:6][cH:7]1. The reactants are [OH-].[Na+] (NaOH), C(C)OC(C(CC1=CC=C(C=C1)O)(C)OC1=CC(=C(C=C1)F)F)=O (2-(3,4-difluoro-phenoxy)-3-(4-hydroxyphenyl)-2-methyl-propionic acid ethyl ester), CC1=C(N=C(O1)C1=CC=C(C=C1)C1=CC=CC=C1)CCOS(=O)(=O)C1=CC=C(C=C1)C (toluene-4-sulfonic acid 2-(5-methyl-2-biphenyl-4-yl-oxazol-4-yl)ethyl ester), C(=O)([O-])[O-].[K+].[K+] (K2CO3). Run in C(C)O (ethanol), C(C)O (ethanol). The product is C1(=CC=C(C=C1)C=1OC(=C(N1)CCOC1=CC=C(C=C1)CC(C(=O)O)(C)OC1=CC(=C(C=C1)F)F)C)C1=CC=CC=C1 (3-{4-[2-(2-biphenyl-4-yl-5-methyl-oxazol-4-yl)-ethoxy]-phenyl}-2-(3,4-difluoro-phenoxy)-2-methyl-propionic acid). Reaction SMILES: C([O:3][C:4](=[O:24])[C:5]([O:15][C:16]1[CH:21]=[CH:20][C:19]([F:22])=[C:18]([F:23])[CH:17]=1)([CH3:14])[CH2:6][C:7]1[CH:12]=[CH:11][C:10]([OH:13])=[CH:9][CH:8]=1)C.[CH3:25][C:26]1[O:30][C:29]([C:31]2[CH:36]=[CH:35][C:34]([C:37]3[CH:42]=[CH:41][CH:40]=[CH:39][CH:38]=3)=[CH:33][CH:32]=2)=[N:28][C:27]=1[CH2:43][CH2:44]OS(C1C=CC(C)=CC=1)(=O)=O.C([O-])([O-])=O.[K+].[K+].[OH-].[Na+]>C(O)C>[C:34]1([C:37]2[CH:38]=[CH:39][CH:40]=[CH:41][CH:42]=2)[CH:35]=[CH:36][C:31]([C:29]2[O:30][C:26]([CH3:25])=[C:27]([CH2:43][CH2:44][O:13][C:10]3[CH:11]=[CH:12][C:7]([CH2:6][C:5]([O:15][C:16]4[CH:21]=[CH:20][C:19]([F:22])=[C:18]([F:23])[CH:17]=4)([CH3:14])[C:4]([OH:3])=[O:24])=[CH:8][CH:9]=3)[N:28]=2)=[CH:32][CH:33]=1 |f:2.3.4,5.6|. Reported procedure: A mixture of 2-(3,4-difluoro-phenoxy)-3-(4-hydroxyphenyl)-2-methyl-propionic acid ethyl ester (0.030 mmol), toluene-4-sulfonic acid 2-(5-methyl-2-biphenyl-4-yl-oxazol-4-yl)ethyl ester (0.030 mmol) (see Ex. 1, Part I) and 325 mesh K2CO3 (0.084 g, 0.60 mmol) in ethanol (2 mL) was heated to reflux for 24 h under N2. Aqueous 5N NaOH (0.5 mL) and additional ethanol (1 mL) was added to the reaction mixture and it was heated at reflux for an additional 2 h. The reaction was cooled and the solvent remov...